This data is from the Open Reaction Database (ORD), a public repository of structured organic reaction records. The task is: describe an organic reaction: reactants, conditions, products, and yield Starting materials: imine, C(#N)[BH3-].[Na+] (sodium cyanoborohydride), C(C)(=O)NC=1NC(C2=C(N1)N(C(CC2)O)C(C)=O)=O (2-acetamido-8-acetyl-5,6,7,8-tetra hydro-7-hydroxypyrido[2,3-d]pyrimidin-4(3H)-one), NC1=CC=C(C(=O)N[C@@H](CCC(=O)OC)C(=O)OC)C=C1 (dimethyl N-(4-aminobenzoyl)-L-glutamate), 3A, CO (methanol), imine, C(#N)[BH3-].[Na+] (Sodium cyanoborohydride). Run in CCO (EtOH), C1=CC=CC=C1 (C6H6), C(Cl)(Cl)Cl (chloroform), C(C)(=O)O (acetic acid), C(C)(=O)O (acetic acid). Product: C(C)(=O)NC=1NC(C(=C(N1)NC(C)=O)CCCNC1=CC=C(C(=O)N[C@@H](CCC(=O)OC)C(=O)OC)C=C1)=O (dimethyl N-[4-[3-(2,4-bis(acetamido)-1,6-dihydro-6-oxo-5-pyrimidinyl)propylamino]benzoyl]-L-glutamate). RXN SMILES: [C:1]([NH:4][C:5]1[NH:6][C:7](=[O:19])[C:8]2[CH2:14][CH2:13][CH:12](O)[N:11]([C:16](=[O:18])[CH3:17])[C:9]=2[N:10]=1)(=[O:3])[CH3:2].[NH2:20][C:21]1[CH:40]=[CH:39][C:24]([C:25]([NH:27][C@H:28]([C:35]([O:37][CH3:38])=[O:36])[CH2:29][CH2:30][C:31]([O:33][CH3:34])=[O:32])=[O:26])=[CH:23][CH:22]=1.CO.C([BH3-])#N.[Na+]>C(Cl)(Cl)Cl.CCO.C1C=CC=CC=1.C(O)(=O)C>[C:1]([NH:4][C:5]1[NH:6][C:7](=[O:19])[C:8]([CH2:14][CH2:13][CH2:12][NH:20][C:21]2[CH:22]=[CH:23][C:24]([C:25]([NH:27][C@H:28]([C:35]([O:37][CH3:38])=[O:36])[CH2:29][CH2:30][C:31]([O:33][CH3:34])=[O:32])=[O:26])=[CH:39][CH:40]=2)=[C:9]([NH:11][C:16](=[O:18])[CH3:17])[N:10]=1)(=[O:3])[CH3:2] |f:3.4|. Procedure: A mixture of 2.30 g (7.6 mmol) of 2-acetamido-8-acetyl-5,6,7,8-tetra hydro-7-hydroxypyrido[2,3-d]pyrimidin-4(3H)-one, 2.40 g (8.15 mmol) of dimethyl N-(4-aminobenzoyl)-L-glutamate, 5 g of 3A molecular sieves, 150 ml of methanol, and 4 ml of acetic acid was stirred with protection from moisture for 3 hours when "imine" formation was complete. Sodium cyanoborohydride (0.38 g) and 8 ml of acetic acid was added to the reaction. After 15 hours a trace of intermediate "imine" was detected by TLC and a... The reactants are C1CCOC1, COc1ccc(P2(=S)SP(=S)(c3ccc(OC)cc3)S2)cc1, NC(=O)C1CCCCC1. Yields the product NC(=S)C1CCCCC1. As a reaction SMILES: [CH2:32]1[O:33][CH2:34][CH2:35][CH2:36]1.[CH3:10][O:11][c:12]1[cH:13][cH:14][c:15]([P:16]2(=[S:19])[S:17][P:18]([c:20]3[cH:21][cH:22][c:23]([O:24][CH3:25])[cH:26][cH:27]3)(=[S:28])[S:29]2)[cH:30][cH:31]1.[CH:1]1([C:7](=[O:8])[NH2:9])[CH2:2][CH2:3][CH2:4][CH2:5][CH2:6]1>>[CH:1]1([C:7]([NH2:9])=[S:19])[CH2:2][CH2:3][CH2:4][CH2:5][CH2:6]1. Starting materials: C(C)(=O)N1CC2(CC1=O)CCCCCC2 (N-acetyl-3-oxo-2-azaspiro[4,6]undecane), C([O-])([O-])=O.[K+].[K+] (potassium carbonate), Cl (hydrochloric acid). Run in C(C)O (ethanol), C(C)O (ethanol). Product: O=C1NCC2(C1)CCCCCC2 (3-oxo-2-azaspiro[4,6]undecane). RXN SMILES: C([N:4]1[C:8](=[O:9])[CH2:7][C:6]2([CH2:15][CH2:14][CH2:13][CH2:12][CH2:11][CH2:10]2)[CH2:5]1)(=O)C.C(=O)([O-])[O-].[K+].[K+].Cl>C(O)C>[O:9]=[C:8]1[CH2:7][C:6]2([CH2:15][CH2:14][CH2:13][CH2:12][CH2:11][CH2:10]2)[CH2:5][NH:4]1 |f:1.2.3|. Procedure: 38 g. N-acetyl-3-oxo-2-azaspiro[4,6]undecane are heated to 60° C. for 6 hours in a solution of 40 g. potassium carbonate in 400 ml. 80% aqueous ethanol. The reaction mixture is then acidified with dilute hydrochloric acid, the ethanol is stripped off in a vacuum and the aqueous residue is extracted with methylene chloride. The residue obtained after evaporation of the solvent gives, upon vacuum distillation, 3-oxo-2-azaspiro[4,6]undecane in the form of a colourless syrup; b.p. 125°-135° C./10-3 ... Starting materials: [N-]=[N+]=[N-].[Na+] (sodium azide), C(C)(C)(C)N=NC(CCC(=O)OCCCC)(C)Cl (n-butyl 4-t-butylazo-4-chlorovalerate). Run in CO (methanol). Reaction conditions: temperature 15 celsius, time 1 hour. The product is C(C)(C)(C)N=NC(CCC(=O)OCCCC)(C)N=[N+]=[N-] (n-butyl 4-t-butylazo-4-azidovalerate). Yield: 93.7%. Reaction SMILES: [N-:1]=[N+:2]=[N-:3].[Na+].[C:5]([N:9]=[N:10][C:11](Cl)([CH3:21])[CH2:12][CH2:13][C:14]([O:16][CH2:17][CH2:18][CH2:19][CH3:20])=[O:15])([CH3:8])([CH3:7])[CH3:6]>CO>[C:5]([N:9]=[N:10][C:11]([N:1]=[N+:2]=[N-:3])([CH3:21])[CH2:12][CH2:13][C:14]([O:16][CH2:17][CH2:18][CH2:19][CH3:20])=[O:15])([CH3:8])([CH3:7])[CH3:6] |f:0.1|. Reported procedure: To a solution of 20.2 grams (0.31 moles) of sodium azide in 200 ml. of 70% aqueous methanol cooled in an ice bath, was added dropwise 80.0 grams (.29 moles) of n-butyl 4-t-butylazo-4-chlorovalerate (prepared as in Example XX) over a 20 minute period. After the addition was complete the reaction mixture was stirred for 1 hour at 15° C. It was then poured into 500 ml. of water and extracted with pentane. The pentane solution was washed with water, saturated NaHCO3 solution, water, dried over anhyd... Starting materials: FC1=C(C=2C=CN=CC2C=C1)N (6-fluoroisoquinolin-5-amine), FC(OC1=CC=C(CN=C=O)C=C1)(F)F ([4-(trifluoromethoxy)benzyl]isocyanate). Yields the product FC=1C(=C2C=CN=CC2=CC1)NC(=O)NCC1=CC=C(C=C1)OC(F)(F)F (N-(6-Fluoroisoquinolin-5-yl)-N′-[4-(trifluoromethoxy)benzyl]urea). As a reaction SMILES: [F:1][C:2]1[CH:11]=[CH:10][C:9]2[CH:8]=[N:7][CH:6]=[CH:5][C:4]=2[C:3]=1[NH2:12].[F:13][C:14]([F:27])([F:26])[O:15][C:16]1[CH:25]=[CH:24][C:19]([CH2:20][N:21]=[C:22]=[O:23])=[CH:18][CH:17]=1>>[F:1][C:2]1[C:3]([NH:12][C:22]([NH:21][CH2:20][C:19]2[CH:18]=[CH:17][C:16]([O:15][C:14]([F:13])([F:27])[F:26])=[CH:25][CH:24]=2)=[O:23])=[C:4]2[C:9](=[CH:10][CH:11]=1)[CH:8]=[N:7][CH:6]=[CH:5]2. Procedure: Prepared from 6-fluoroisoquinolin-5-amine (Description 89) and [4-(trifluoromethoxy)benzyl]isocyanate (Description 59) according to Description 61. m/z (ES+) 394 (M+H)+. The reactants are O1CCC(C2=CC=CC=C12)=O (Chroman-4-one), Cl.NO (hydroxylamine hydrochloride). The solvent is N1=CC=CC=C1 (pyridine). Yields the product O1CCC(C2=CC=CC=C12)=NO (chroman-4-one oxime). Yield: 87.6%. Reaction SMILES: [O:1]1[C:10]2[C:5](=[CH:6][CH:7]=[CH:8][CH:9]=2)[C:4](=O)[CH2:3][CH2:2]1.Cl.[NH2:13][OH:14]>N1C=CC=CC=1>[O:1]1[C:10]2[C:5](=[CH:6][CH:7]=[CH:8][CH:9]=2)[C:4](=[N:13][OH:14])[CH2:3][CH2:2]1 |f:1.2|. Procedure: Chroman-4-one (46.5 g, 314 mmol) was dissolved in pyridine (160 ml) and hydroxylamine hydrochloride (51 g, 734 mmol) was added to this solution. The solution was refluxed for 8 hours and then cooled to room temperature. The solvent was evaporated under reduced pressure and the residue was partitioned between water and chloroform. The organic layer was washed with 1N aqueous hydrochloric acid and brine, dried over magnesium sulfate, and concentrated under reduced pressure. The precipitate was fil...